From a dataset of the Open Reaction Database (ORD), a public repository of structured organic reaction records. describe an organic reaction: reactants, conditions, products, and yield Starting materials: CNC(CO)c1ccccc1, COc1nc(Cl)nc(Nc2ccc(-n3cnc(C)c3)c(OC)c2)n1. Yields the product COc1nc(Nc2ccc(-n3cnc(C)c3)c(OC)c2)nc(N(C)C(CO)c2ccccc2)n1. Reaction SMILES: [CH3:25][NH:26][CH:27]([CH2:28][OH:29])[c:30]1[cH:31][cH:32][cH:33][cH:34][cH:35]1.[Cl:1][c:2]1[n:3][c:4]([NH:10][c:11]2[cH:12][c:13]([O:23][CH3:24])[c:14](-[n:17]3[cH:18][n:19][c:20]([CH3:22])[cH:21]3)[cH:15][cH:16]2)[n:5][c:6]([O:8][CH3:9])[n:7]1>>[c:2]1([N:26]([CH3:25])[CH:27]([CH2:28][OH:29])[c:30]2[cH:31][cH:32][cH:33][cH:34][cH:35]2)[n:3][c:4]([NH:10][c:11]2[cH:12][c:13]([O:23][CH3:24])[c:14](-[n:17]3[cH:18][n:19][c:20]([CH3:22])[cH:21]3)[cH:15][cH:16]2)[n:5][c:6]([O:8][CH3:9])[n:7]1. Reactants: COC(=O)CBr, [H-], [Na+], CN(C)C=O, COc1ccc(C(=O)c2ccc(O)c(C)c2)cc1. Yields the product COC(=O)COc1ccc(C(=O)c2ccc(OC)cc2)cc1C. RXN SMILES: [Br:21][CH2:22][C:23](=[O:24])[O:25][CH3:26].[H-:19].[Na+:20].[O:27]=[CH:28][N:29]([CH3:30])[CH3:31].[OH:1][c:2]1[c:3]([CH3:18])[cH:4][c:5]([C:6](=[O:7])[c:8]2[cH:9][cH:10][c:11]([O:14][CH3:15])[cH:12][cH:13]2)[cH:16][cH:17]1>>[O:1]([c:2]1[c:3]([CH3:18])[cH:4][c:5]([C:6](=[O:7])[c:8]2[cH:9][cH:10][c:11]([O:14][CH3:15])[cH:12][cH:13]2)[cH:16][cH:17]1)[CH2:22][C:23](=[O:24])[O:25][CH3:26]. RXN SMILES: [Br:1][c:2]1[cH:3][c:4]2[c:5](=[O:20])[cH:6][c:7](-[c:14]3[cH:15][cH:16][cH:17][cH:18][cH:19]3)[nH:8][c:9]2[cH:10][c:11]1[O:12][CH3:13].[CH2:21]([CH2:22][CH2:34][CH3:35])[C:23]([Sn:24])=[C:25]([CH2:26][CH2:27][CH2:28][CH3:29])[CH2:30][CH2:31][CH2:32][CH3:33].[CH3:36][S:37]([CH3:38])=[O:39].[cH:40]1[cH:41][cH:42][c:43]([P:44]([Pd:45]([P:46]([c:47]2[cH:48][cH:49][cH:50][cH:51][cH:52]2)([c:53]2[cH:54][cH:55][cH:56][cH:57][cH:58]2)[c:59]2[cH:60][cH:61][cH:62][cH:63][cH:64]2)([P:65]([c:66]2[cH:67][cH:68][cH:69][cH:70][cH:71]2)([c:72]2[cH:73][cH:74][cH:75][cH:76][cH:77]2)[c:78]2[cH:79][cH:80][cH:81][cH:82][cH:83]2)[P:84]([c:85]2[cH:86][cH:87][cH:88][cH:89][cH:90]2)([c:91]2[cH:92][cH:93][cH:94][cH:95][cH:96]2)[c:97]2[cH:98][cH:99][cH:100][cH:101][cH:102]2)([c:103]2[cH:104][cH:105][cH:106][cH:107][cH:108]2)[c:109]2[cH:110][cH:111][cH:112][cH:113][cH:114]2)[cH:115][cH:116]1>>[c:2]1([CH:21]=[CH2:22])[cH:3][c:4]2[c:5](=[O:20])[cH:6][c:7](-[c:14]3[cH:15][cH:16][cH:17][cH:18][cH:19]3)[nH:8][c:9]2[cH:10][c:11]1[O:12][CH3:13]. Product: C=Cc1cc2c(=O)cc(-c3ccccc3)[nH]c2cc1OC. Starting materials: COc1cc2[nH]c(-c3ccccc3)cc(=O)c2cc1Br, CCCCC([Sn])=C(CCCC)CCCC, CS(C)=O, c1ccc(P(c2ccccc2)(c2ccccc2)[Pd](P(c2ccccc2)(c2ccccc2)c2ccccc2)(P(c2ccccc2)(c2ccccc2)c2ccccc2)P(c2ccccc2)(c2ccccc2)c2ccccc2)cc1. The reactants are IC1=NNC=C1C1=NC(=NC=C1)SC (4-(3-iodo-1H-pyrazol-4-yl)-2-(methylthio)pyrimidine), O.C1(=CC=C(C=C1)S(=O)(=O)O)C (p-toluenesulfonic acid monohydrate). Run in O1CCCC=C1 (3,4-dihydro-2H-pyran), C(C)(=O)OCC (ethyl acetate). Product: IC1=NN(C=C1C1=NC(=NC=C1)SC)C1OCCCC1 (4-(3-Iodo-1-(tetrahydro-2H-pyran-2-yl)-1H-pyrazol-4-yl)-2-(methylthio)pyrimidine). Reaction SMILES: [I:1][C:2]1[C:6]([C:7]2[CH:12]=[CH:11][N:10]=[C:9]([S:13][CH3:14])[N:8]=2)=[CH:5][NH:4][N:3]=1.[OH2:15].[C:16]1(C)C=[CH:20][C:19](S(O)(=O)=O)=[CH:18][CH:17]=1>O1C=CCCC1.C(OCC)(=O)C>[I:1][C:2]1[C:6]([C:7]2[CH:12]=[CH:11][N:10]=[C:9]([S:13][CH3:14])[N:8]=2)=[CH:5][N:4]([CH:20]2[CH2:19][CH2:18][CH2:17][CH2:16][O:15]2)[N:3]=1 |f:1.2|. Procedure: A solution of 4-(3-iodo-1H-pyrazol-4-yl)-2-(methylthio)pyrimidine (270 mg, 0.85 mmol) and p-toluenesulfonic acid monohydrate (32 mg, 0.17 mmol) in 3,4-dihydro-2H-pyran (1 ml) was heated at 60° C. for 5 h. The cooled mixture was diluted with ethyl acetate, and the mixture was washed with water and brine, and then dried over sodium sulfate, filtered, and concentrated. The residue was chromatographed on silica gel (10% ethyl acetate in hexanes eluant) to provide the title compound. MS (m/z): 402.7 ... Procedure: A mixture of 5-(2-methoxyethoxy)-7-[(pyridin-2-ylsulfonyl)amino]-1H-indole-2-carboxylic acid (4.24 g), 2-(benzylthio)-3,3-dimethoxypropan-1-amine (2.88 g), 1H-1,2,3-benzotriazol-1-ol (1.80 g), N-[3-(dimethylamino)propyl]-N′-ethylcarbodiimide hydrochloride (2.70 g) and N,N-dimethylformamide (40 mL) was stirred at room temperature for 3 days. Water was added to the reaction mixture, and the mixture was extracted with ethyl acetate. The ethyl acetate layer was washed with saturated brine, dried (Mg... As a reaction SMILES: [CH3:1][O:2][CH2:3][CH2:4][O:5][C:6]1[CH:7]=[C:8]2[C:12](=[C:13]([NH:15][S:16]([C:19]3[CH:24]=[CH:23][CH:22]=[CH:21][N:20]=3)(=[O:18])=[O:17])[CH:14]=1)[NH:11][C:10]([C:25](O)=[O:26])=[CH:9]2.[CH2:28]([S:35][CH:36]([CH:39]([O:42][CH3:43])[O:40][CH3:41])[CH2:37][NH2:38])[C:29]1[CH:34]=[CH:33][CH:32]=[CH:31][CH:30]=1.N1(O)C2C=CC=CC=2N=N1.Cl.CN(C)CCCN=C=NCC>O.CN(C)C=O>[CH2:28]([S:35][CH:36]([CH:39]([O:40][CH3:41])[O:42][CH3:43])[CH2:37][NH:38][C:25]([C:10]1[NH:11][C:12]2[C:8]([CH:9]=1)=[CH:7][C:6]([O:5][CH2:4][CH2:3][O:2][CH3:1])=[CH:14][C:13]=2[NH:15][S:16]([C:19]1[CH:24]=[CH:23][CH:22]=[CH:21][N:20]=1)(=[O:18])=[O:17])=[O:26])[C:29]1[CH:34]=[CH:33][CH:32]=[CH:31][CH:30]=1 |f:3.4|. Isolated yield 90.5%. The product is C(C1=CC=CC=C1)SC(CNC(=O)C=1NC2=C(C=C(C=C2C1)OCCOC)NS(=O)(=O)C1=NC=CC=C1)C(OC)OC (N-[2-(benzylthio)-3,3-dimethoxypropyl]-5-(2-methoxyethoxy)-7-[(pyridin-2-ylsulfonyl)amino]-1H-indole-2-carboxamide). Run in CN(C=O)C (N,N-dimethylformamide), O (Water). Reaction conditions: time 3 day. The reactants are COCCOC=1C=C2C=C(NC2=C(C1)NS(=O)(=O)C1=NC=CC=C1)C(=O)O (5-(2-methoxyethoxy)-7-[(pyridin-2-ylsulfonyl)amino]-1H-indole-2-carboxylic acid), C(C1=CC=CC=C1)SC(CN)C(OC)OC (2-(benzylthio)-3,3-dimethoxypropan-1-amine), N1(N=NC2=C1C=CC=C2)O (1H-1,2,3-benzotriazol-1-ol), Cl.CN(CCCN=C=NCC)C (N-[3-(dimethylamino)propyl]-N′-ethylcarbodiimide hydrochloride). Reactants: CC(=O)N1CCC2(CCC(=O)c3ccccc3N2)CC1, Cl, [Na+], [OH-]. Yields the product O=C1CCC2(CCNCC2)Nc2ccccc21. As a reaction SMILES: [C:1](=[O:2])([CH3:3])[N:4]1[CH2:5][CH2:6][C:7]2([NH:8][c:9]3[c:10]([cH:15][cH:16][cH:17][cH:18]3)[C:11](=[O:14])[CH2:12][CH2:13]2)[CH2:19][CH2:20]1.[ClH:21].[Na+:23].[OH-:22]>>[NH:4]1[CH2:5][CH2:6][C:7]2([NH:8][c:9]3[c:10]([cH:15][cH:16][cH:17][cH:18]3)[C:11](=[O:14])[CH2:12][CH2:13]2)[CH2:19][CH2:20]1. Starting materials: O=C1Cc2cc(Br)ccc2N1, Cc1c(CCC(=O)O)c[nH]c1C=O, C1CCNCC1, CCO. Product: Cc1c(CCC(=O)O)c[nH]c1C=C1C(=O)Nc2ccc(Br)cc21. As a reaction SMILES: [Br:14][c:15]1[cH:16][c:17]2[c:21]([cH:22][cH:23]1)[NH:20][C:19](=[O:24])[CH2:18]2.[C:1](=[O:2])([OH:3])[CH2:4][CH2:5][c:6]1[c:7]([CH3:13])[c:8]([CH:11]=[O:12])[nH:9][cH:10]1.[CH2:25]1[CH2:26][CH2:27][NH:28][CH2:29][CH2:30]1.[CH3:31][CH2:32][OH:33]>>[C:1](=[O:2])([OH:3])[CH2:4][CH2:5][c:6]1[c:7]([CH3:13])[c:8]([CH:11]=[C:18]2[c:17]3[cH:16][c:15]([Br:14])[cH:23][cH:22][c:21]3[NH:20][C:19]2=[O:24])[nH:9][cH:10]1.